Task: describe an organic reaction: reactants, conditions, products, and yield. Dataset: the Open Reaction Database (ORD), a public repository of structured organic reaction records The reactants are ClC1=CC=C(C=C1)[C@@H]1N=C(N([C@@H]1C1=CC=C(C=C1)Cl)C(=O)Cl)C1=C(C=CC(=C1)C(C)(C)C#N)OCC ((4S,5R)-4,5-bis-(4-chloro-phenyl)-2-[5-(cyano-dimethyl-methyl)-2-ethoxy-phenyl]-4,5-dihydro-imidazole-1-carbonyl chloride), CON(C(CN1CCNCC1)=O)C (N-methoxy-N-methyl-2-piperazin-1-yl-acetamide). The product is ClC1=CC=C(C=C1)[C@@H]1N=C(N([C@@H]1C1=CC=C(C=C1)Cl)C(=O)N1CCN(CC1)CC(=O)N(C)OC)C1=C(C=CC(=C1)C(C)(C)C#N)OCC (2-(4-{(4S,5R)-4,5-Bis-(4-chloro-phenyl)-2-[5-(cyano-dimethyl-methyl)-2-ethoxy-phenyl]-4,5-dihydro-imidazole-1-carbonyl}-piperazin-1-yl)-N-methoxy-N-methyl-acetamide). As a reaction SMILES: [Cl:1][C:2]1[CH:7]=[CH:6][C:5]([C@H:8]2[C@@H:12]([C:13]3[CH:18]=[CH:17][C:16]([Cl:19])=[CH:15][CH:14]=3)[N:11]([C:20](Cl)=[O:21])[C:10]([C:23]3[CH:28]=[C:27]([C:29]([C:32]#[N:33])([CH3:31])[CH3:30])[CH:26]=[CH:25][C:24]=3[O:34][CH2:35][CH3:36])=[N:9]2)=[CH:4][CH:3]=1.[CH3:37][O:38][N:39]([CH3:49])[C:40](=[O:48])[CH2:41][N:42]1[CH2:47][CH2:46][NH:45][CH2:44][CH2:43]1>>[Cl:1][C:2]1[CH:7]=[CH:6][C:5]([C@H:8]2[C@@H:12]([C:13]3[CH:14]=[CH:15][C:16]([Cl:19])=[CH:17][CH:18]=3)[N:11]([C:20]([N:45]3[CH2:44][CH2:43][N:42]([CH2:41][C:40]([N:39]([O:38][CH3:37])[CH3:49])=[O:48])[CH2:47][CH2:46]3)=[O:21])[C:10]([C:23]3[CH:28]=[C:27]([C:29]([C:32]#[N:33])([CH3:31])[CH3:30])[CH:26]=[CH:25][C:24]=3[O:34][CH2:35][CH3:36])=[N:9]2)=[CH:4][CH:3]=1. Procedure details: 2-(4-{(4S,5R)-4,5-Bis-(4-chloro-phenyl)-2-[5-(cyano-dimethyl-methyl)-2-ethoxy-phenyl]-4,5-dihydro-imidazole-1-carbonyl}-piperazin-1-yl)-N-methoxy-N-methyl-acetamide was prepared from (4S,5R)-4,5-bis-(4-chloro-phenyl)-2-[5-(cyano-dimethyl-methyl)-2-ethoxy-phenyl]-4,5-dihydro-imidazole-1-carbonyl chloride (example 12e) and N-methoxy-N-methyl-2-piperazin-1-yl-acetamide (example 16b) in an analogous manner as described in example 25. LR-MS: 691.3 [(M+H)+]